From a dataset of the Open Reaction Database (ORD), a public repository of structured organic reaction records. describe an organic reaction: reactants, conditions, products, and yield Yields the product CC(C)SC(=S)N1Cc2[nH]c3ccccc3c2CC1C(=O)O. Reaction SMILES: [CH2:1]1[NH:2][CH:3]([C:14](=[O:15])[OH:16])[CH2:4][c:5]2[c:6]3[cH:7][cH:8][cH:9][cH:10][c:11]3[nH:12][c:13]21.[CH:22]([CH3:23])([CH3:24])[I:25].[CH:26]([Cl:27])([Cl:28])[Cl:29].[K+:18].[OH-:17].[S:19]=[C:20]=[S:21]>>[CH2:1]1[N:2]([C:20]([S:19][CH:22]([CH3:23])[CH3:24])=[S:21])[CH:3]([C:14](=[O:15])[OH:16])[CH2:4][c:5]2[c:6]3[cH:7][cH:8][cH:9][cH:10][c:11]3[nH:12][c:13]21. Starting materials: O=C(O)C1Cc2c([nH]c3ccccc23)CN1, CC(C)I, ClC(Cl)Cl, [K+], [OH-], S=C=S. Product: CCN(CC)CCNc1nnc(-c2cn(C)c3ccccc23)c(=O)[nH]1. RXN SMILES: [CH2:20]([CH3:21])[N:22]([CH2:23][CH2:24][NH2:25])[CH2:26][CH3:27].[CH3:1][n:2]1[cH:3][c:4](-[c:11]2[c:12](=[O:19])[nH:13][c:14]([S:17][CH3:18])[n:15][n:16]2)[c:5]2[cH:6][cH:7][cH:8][cH:9][c:10]12.[CH:28]([O:29][CH:30]([CH3:31])[CH3:32])([CH3:33])[CH3:34]>>[CH3:1][n:2]1[cH:3][c:4](-[c:11]2[c:12](=[O:19])[nH:13][c:14]([NH:25][CH2:24][CH2:23][N:22]([CH2:20][CH3:21])[CH2:26][CH3:27])[n:15][n:16]2)[c:5]2[cH:6][cH:7][cH:8][cH:9][c:10]12. Reactants: CCN(CC)CCN, CSc1nnc(-c2cn(C)c3ccccc23)c(=O)[nH]1, CC(C)OC(C)C. The reactants are C[O-], COC(=O)c1c(F)c(F)c(C)c(F)c1F, CO, [Na+], [Na]. Product: COC(=O)c1c(F)c(F)c(C)c(F)c1OC. Reaction SMILES: [CH3:16][O-:17].[CH3:1][c:2]1[c:3]([F:15])[c:4]([F:14])[c:5]([C:6](=[O:7])[O:8][CH3:9])[c:10]([F:13])[c:11]1[F:12].[CH3:20][OH:21].[Na+:18].[Na:19]>>[CH3:1][c:2]1[c:3]([F:15])[c:4]([F:14])[c:5]([C:6](=[O:7])[O:8][CH3:9])[c:10]([O:17][CH3:16])[c:11]1[F:12]. Starting materials: COC1=C(C=C(C=C1)[N+](=O)[O-])O (2-methoxy-5-nitrophenol), C1(=CC=C(C=C1)S(=O)(=O)OCCCCl)C (3-chloropropyl p-toluenesulfonate), C([O-])([O-])=O.[K+].[K+] (potassium carbonate). Run in CN(C=O)C (N,N-dimethylformamide). Run at temperature 80 celsius. The product is ClCCCOC1=C(C=CC(=C1)[N+](=O)[O-])OC (2-(3-chloropropoxy)-1-methoxy-4-nitrobenzene). Yield: 19.1%. As a reaction SMILES: [CH3:1][O:2][C:3]1[CH:8]=[CH:7][C:6]([N+:9]([O-:11])=[O:10])=[CH:5][C:4]=1[OH:12].C1(C)C=CC(S(O[CH2:23][CH2:24][CH2:25][Cl:26])(=O)=O)=CC=1.C(=O)([O-])[O-].[K+].[K+]>CN(C)C=O>[Cl:26][CH2:25][CH2:24][CH2:23][O:12][C:4]1[CH:5]=[C:6]([N+:9]([O-:11])=[O:10])[CH:7]=[CH:8][C:3]=1[O:2][CH3:1] |f:2.3.4|. Procedure: A mixture of 2-methoxy-5-nitrophenol (16.90 g, 100 mmol), 3-chloropropyl p-toluenesulfonate (29.2 g, 120 mmol) and potassium carbonate (27.0 g, 195 mmol) in 160 mL of N,N-dimethylformamide was heated at 80° C. for 2 hours. The reaction mixture was cooled to room temperature and partitioned between water and ethyl acetate. The organic layer was washed with saturated sodium bicarbonate, dried over magnesium sulfate and filtered. The solution was concentrated in vacuo and recrystallized from hexane...